From a dataset of the Open Reaction Database (ORD), a public repository of structured organic reaction records. describe an organic reaction: reactants, conditions, products, and yield Reactants: [Al+3], [Al+3], C1CCC2(CC1)NC1(CCCC1)CO2, C1CCOC1, [Cl-], [Cl-], [Cl-], [H-], [H-], [H-], [H-], [Li+], [Na+], [OH-], O. Product: OCC1(NC2CCCCC2)CCCC1. Reaction SMILES: [Al+3:2].[Al+3:8].[CH2:11]1[CH2:12][CH2:13][CH2:14][C:15]12[CH2:16][O:17][C:18]1([CH2:19][CH2:20][CH2:21][CH2:22][CH2:23]1)[NH:24]2.[CH2:27]1[O:28][CH2:29][CH2:30][CH2:31]1.[Cl-:10].[Cl-:7].[Cl-:9].[H-:1].[H-:4].[H-:5].[H-:6].[Li+:3].[Na+:26].[OH-:25].[OH2:32]>>[CH2:11]1[CH2:12][CH2:13][CH2:14][C:15]1([CH2:16][OH:17])[NH:24][CH:18]1[CH2:19][CH2:20][CH2:21][CH2:22][CH2:23]1.